Task: describe an organic reaction: reactants, conditions, products, and yield. Dataset: the Open Reaction Database (ORD), a public repository of structured organic reaction records Reactants: C(C)C1=C(C=C(C(=O)OC)C=C1)[N+](=O)[O-] (Methyl 4-ethyl-3-nitrobenzoate), C(C)C1=CC=C(C(=O)O)C=C1 (4-ethylbenzoic acid), COC(N(C)C)OC (N,N-dimethylformamide dimethyl acetal). Solvent: CN(C=O)C (N,N-dimethylformamide). Run at temperature 130 celsius, time 3 day. The product is COC(=O)C1=CC=C2C(=CNC2=C1)C (6-(methoxycarbonyl)-3-methylindole). As a reaction SMILES: [CH2:1]([C:3]1[CH:12]=[CH:11][C:6]([C:7]([O:9][CH3:10])=[O:8])=[CH:5][C:4]=1[N+:13]([O-])=O)[CH3:2].[CH2:16](C1C=CC(C(O)=O)=CC=1)C.COC(OC)N(C)C>CN(C)C=O>[CH3:10][O:9][C:7]([C:6]1[CH:5]=[C:4]2[C:3]([C:1]([CH3:16])=[CH:2][NH:13]2)=[CH:12][CH:11]=1)=[O:8]. Procedure: Methyl 4-ethyl-3-nitrobenzoate (5.0 g), which had been prepared through nitration followed by methyl-esterification of 4-ethylbenzoic acid, is dissolved in N,N-dimethylformamide (50 ml), to which is added N,N-dimethylformamide dimethyl acetal (8.45 g), and stirred under heat at 130° C. for 3 hours. The reaction mixture is concentrated under reduced pressure, and the resulting red oily residue is dissolved in methanol (50 ml), to which is added palladium-carbon (5%, 0.400 g), and stirred in a hyd... Starting materials: C(C=1C(C(=O)O)=CC=CC1)(=O)O (phthalic acid), C(C)(=O)OC(C)=O (acetic anhydride). Product: C(C1=CC=CC=C1)OC1=C2C(C(=O)OC2=O)=C(C=C1)C (3-benzyloxy-6-methylphthalic anhydride). As a reaction SMILES: C(O)(=O)[C:2]1[C:3](=[CH:7][CH:8]=[CH:9][CH:10]=1)[C:4]([OH:6])=O.[C:13]([O:16][C:17](=[O:19])[CH3:18])(=[O:15])[CH3:14]>>[CH2:4]([O:6][C:9]1[CH:10]=[CH:2][C:3]([CH3:4])=[C:14]2[C:13]([O:16][C:17](=[O:19])[C:18]=12)=[O:15])[C:3]1[CH:2]=[CH:10][CH:9]=[CH:8][CH:7]=1. Procedure: The crude phthalic acid prepared above is heated in 150 ml acetic anhydride for two hours. The solvent is removed under reduced pressure and the crystalline residue collected and washed with ether. The anhydride may be recrystallized from nitromethane to give an analytical sample m.p. 200°-203° C. Reactants: OC=1C=C(C=CC1)C=1C=C(C2=CC=CC=C2C1)C(=O)NC=1C=C(C=CC1)/C=C/C(=O)OCC (Ethyl(2E)-3-[3-({[3-(3-hydroxyphenyl)naphthalen-1-yl]carbonyl}amino)phenyl]prop-2-enoate), O[Li].O (LiOH.H2O). Product: OC=1C=C(C=CC1)C=1C=C(C2=CC=CC=C2C1)C(=O)NC=1C=C(C=CC1)/C=C/C(=O)O ((2E)-3-[3-({[3-(3-hydroxyphenyl)naphthalen-1-yl]carbonyl}amino)phenyl]prop-2-enoic acid). Isolated yield 44.0%. Reaction SMILES: [OH:1][C:2]1[CH:3]=[C:4]([C:8]2[CH:9]=[C:10]([C:18]([NH:20][C:21]3[CH:22]=[C:23](/[CH:27]=[CH:28]/[C:29]([O:31]CC)=[O:30])[CH:24]=[CH:25][CH:26]=3)=[O:19])[C:11]3[C:16]([CH:17]=2)=[CH:15][CH:14]=[CH:13][CH:12]=3)[CH:5]=[CH:6][CH:7]=1.O[Li].O>>[OH:1][C:2]1[CH:3]=[C:4]([C:8]2[CH:9]=[C:10]([C:18]([NH:20][C:21]3[CH:22]=[C:23](/[CH:27]=[CH:28]/[C:29]([OH:31])=[O:30])[CH:24]=[CH:25][CH:26]=3)=[O:19])[C:11]3[C:16]([CH:17]=2)=[CH:15][CH:14]=[CH:13][CH:12]=3)[CH:5]=[CH:6][CH:7]=1 |f:1.2|. Procedure: Compound 25a was synthesized from 24a (1.02 mmol) and LiOH.H2O (10.3 mmol) using procedure according to the Method E described above. The product is N[C@]12[C@@H]([C@H]3CC[C@@H]4[C@]5(CC=C(C([C@@H]5CC[C@]4([C@@]3(CC1)C)C)(C)C)C1=CCC(CC1)C(=O)OCC)C)[C@@H](CC2)C(C)C (ethyl 4-((1S,3aS,5aR,5bR,7aR,11aS,11bR,13aR,13bR)-3a-amino-1-isopropyl-5a,5b,8,8,11a-pentamethyl-2,3,3a,4,5,5a,5b,6,7,7a,8,11,11a,11b,12,13,13a,13b-octadecahydro-1H-cyclopenta[a]chrysen-9-yl)cyclohex-3-enecarboxylate). The yield is 100.0%. Reported procedure: To a solution of ethyl 4-((1R,3aS,5aR,5bR,7aR,11aS,11bR,13aR,13bR)-3a-amino-5a,5b,8,8,11a-pentamethyl-1-(prop-1-en-2-yl)-2,3,3a,4,5,5a,5b,6,7,7a,8,11,11a,11b,12,13,13a,13b-octadecahydro-1H-cyclopenta[a]chrysen-9-yl)cyclohex-3-enecarboxylate (0.1 g, 0.178 mmol) in ethanol (5 mL), 1,4-dioxane (2 mL) and acetic acid (0.051 mL, 0.890 mmol) was added 10% palladium on carbon (0.095 g, 0.089 mmol). The mixture was evacuated and refilled with nitrogen three times then was stirred under 1 atmosphere of h... RXN SMILES: [NH2:1][C@:2]12[CH2:38][CH2:37][C@@H:36]([C:39]([CH3:41])=[CH2:40])[C@@H:3]1[C@@H:4]1[C@@:17]([CH3:20])([CH2:18][CH2:19]2)[C@@:16]2([CH3:21])[C@@H:7]([C@:8]3([CH3:35])[C@@H:13]([CH2:14][CH2:15]2)[C:12]([CH3:23])([CH3:22])[C:11]([C:24]2[CH2:29][CH2:28][CH:27]([C:30]([O:32][CH2:33][CH3:34])=[O:31])[CH2:26][CH:25]=2)=[CH:10][CH2:9]3)[CH2:6][CH2:5]1.C(O)(=O)C>C(O)C.O1CCOCC1.[Pd]>[NH2:1][C@:2]12[CH2:38][CH2:37][C@@H:36]([CH:39]([CH3:40])[CH3:41])[C@@H:3]1[C@@H:4]1[C@@:17]([CH3:20])([CH2:18][CH2:19]2)[C@@:16]2([CH3:21])[C@@H:7]([C@:8]3([CH3:35])[C@@H:13]([CH2:14][CH2:15]2)[C:12]([CH3:22])([CH3:23])[C:11]([C:24]2[CH2:29][CH2:28][CH:27]([C:30]([O:32][CH2:33][CH3:34])=[O:31])[CH2:26][CH:25]=2)=[CH:10][CH2:9]3)[CH2:6][CH2:5]1. Reagents/catalysts: [Pd] (palladium on carbon). Run in C(C)O (ethanol), O1CCOCC1 (1,4-dioxane). Conditions: time 16 hour. Reactants: N[C@]12[C@@H]([C@H]3CC[C@@H]4[C@]5(CC=C(C([C@@H]5CC[C@]4([C@@]3(CC1)C)C)(C)C)C1=CCC(CC1)C(=O)OCC)C)[C@@H](CC2)C(=C)C (ethyl 4-((1R,3aS,5aR,5bR,7aR,11aS,11bR,13aR,13bR)-3a-amino-5a,5b,8,8,11a-pentamethyl-1-(prop-1-en-2-yl)-2,3,3a,4,5,5a,5b,6,7,7a,8,11,11a,11b,12,13,13a,13b-octadecahydro-1H-cyclopenta[a]chrysen-9-yl)cyclohex-3-enecarboxylate), C(C)(=O)O (acetic acid).